Dataset: the Open Reaction Database (ORD), a public repository of structured organic reaction records. Task: describe an organic reaction: reactants, conditions, products, and yield Starting materials: C(C#C)N1CC(CC1)=O (1-(2-propynyl)-3-pyrrolidinone), C(C#C)Br (propargyl bromide), [K] (potassium), N1C(CCC1)=O (pyrrolidinone), C=O (paraformaldehyde), C(C)NCC (diethylamine). Reagents/catalysts: cuprous chloride. Yields the product C(C)N(CC#CCN1C(CCC1)=O)CC (1-[4-(diethylamino)-2-butynyl]-2-pyrrolidinone). Reaction SMILES: [CH2:1]([N:4]1[CH2:8][CH2:7][C:6](=O)[CH2:5]1)[C:2]#[CH:3].[CH2:10](Br)C#C.[K].[NH:15]1[CH2:19][CH2:18][CH2:17][C:16]1=[O:20].C=O.C(NCC)C>>[CH2:5]([N:4]([CH2:8][CH3:7])[CH2:1][C:2]#[C:3][CH2:10][N:15]1[CH2:19][CH2:18][CH2:17][C:16]1=[O:20])[CH3:6] |^1:13|. Procedure: 1-(2-propynyl)-3-pyrrolidinone, prepared from propargyl bromide and the potassium salt of pyrrolidinone, is reacted with paraformaldehyde and diethylamine using cuprous chloride as catalyst to give 1-[4-(diethylamino)-2-butynyl]-2-pyrrolidinone. This compound is reacted with cyanogen bromide to give 1-(4-bromo-2-propynyl)-2-pyrrolidinone (BPP) which is then reacted with excess imidazole to give 1-[4-(1H-imidazol-1-yl)-2-butynyl]-2-pyrrolidinone (Compound 1, shown in Table 1). It was essential to... Reactants: BrC1=CC(=CC=C1)S(=O)(=O)C (1-bromo-3-methanesulfonyl-benzene), C1(CCCCC1)/C=C(/CO)\B1OC(C(O1)(C)C)(C)C ((E)-3-cyclohexyl-2-(4,4,5,5-tetramethyl-[1,3,2]dioxaborolan-2-yl)-prop-2-en-1-ol), [F-].[Cs+] (caesium fluoride). The reagents and catalysts are C1(=CC=CC=C1)P(C1=CC=CC=C1)(C1=CC=CC=C1)[Pd-4](P(C1=CC=CC=C1)(C1=CC=CC=C1)C1=CC=CC=C1)(P(C1=CC=CC=C1)(C1=CC=CC=C1)C1=CC=CC=C1)P(C1=CC=CC=C1)(C1=CC=CC=C1)C1=CC=CC=C1 (tetrakis(triphenylphosphino)palladium(0)). Run in O1CCOCC1 (dioxane). Yields the product C1(CCCCC1)/C=C(/CO)\C1=CC(=CC=C1)S(=O)(=O)C ((E)-3-cyclohexyl-2-(3-methanesulfonyl-phenyl)-prop-2-en-1-ol). The yield is 51.7%. Reaction SMILES: Br[C:2]1[CH:7]=[CH:6][CH:5]=[C:4]([S:8]([CH3:11])(=[O:10])=[O:9])[CH:3]=1.[CH:12]1(/[CH:18]=[C:19](\B2OC(C)(C)C(C)(C)O2)/[CH2:20][OH:21])[CH2:17][CH2:16][CH2:15][CH2:14][CH2:13]1.[F-].[Cs+]>O1CCOCC1.C1(P([Pd-4](P(C2C=CC=CC=2)(C2C=CC=CC=2)C2C=CC=CC=2)(P(C2C=CC=CC=2)(C2C=CC=CC=2)C2C=CC=CC=2)P(C2C=CC=CC=2)(C2C=CC=CC=2)C2C=CC=CC=2)(C2C=CC=CC=2)C2C=CC=CC=2)C=CC=CC=1>[CH:12]1(/[CH:18]=[C:19](\[C:2]2[CH:7]=[CH:6][CH:5]=[C:4]([S:8]([CH3:11])(=[O:10])=[O:9])[CH:3]=2)/[CH2:20][OH:21])[CH2:17][CH2:16][CH2:15][CH2:14][CH2:13]1 |f:2.3|. Reported procedure: According to the procedure described for example 26b the use of 1-bromo-3-methanesulfonyl-benzene (1.07 g, 4.55 mmol), (E)-3-cyclohexyl-2-(4,4,5,5-tetramethyl-[1,3,2]dioxaborolan-2-yl)-prop-2-en-1-ol (1.57 g, 5.92 mmol), caesium fluoride (2.07 g, 13.7 mmol) and tetrakis(triphenylphosphino)palladium(0) (525 mg, 455 μmol) in 40 mL dioxane with heating to reflux for 16 h gives a brown oil. Purify the crude product by column chromatography, eluting with a gradient from 100:0 to 0:100 hexanes:ethyl a... Isolated yield 66.0%. Reaction SMILES: [N:1]1[CH:6]=[CH:5][C:4]([CH2:7][CH2:8][NH:9][C:10]([C:12]2[N:13]([CH2:23][C:24]3[CH:29]=[CH:28][CH:27]=[C:26]([C:30](=[NH:33])[NH:31][OH:32])[CH:25]=3)[C:14]3[C:19]([CH:20]=2)=[C:18]([O:21][CH3:22])[CH:17]=[CH:16][CH:15]=3)=[O:11])=[CH:3][CH:2]=1.[ClH:34]>>[ClH:34].[ClH:34].[N:1]1[CH:2]=[CH:3][C:4]([CH2:7][CH2:8][NH:9][C:10]([C:12]2[N:13]([CH2:23][C:24]3[CH:29]=[CH:28][CH:27]=[C:26]([C:30](=[NH:33])[NH:31][OH:32])[CH:25]=3)[C:14]3[C:19]([CH:20]=2)=[C:18]([O:21][CH3:22])[CH:17]=[CH:16][CH:15]=3)=[O:11])=[CH:5][CH:6]=1 |f:2.3.4|. Procedure details: The starting material, 1-(3-hydroxyamidino-benzyl)-4-methoxy-1H-indole-2-carboxylic acid 2-(4-pyridyl)-ethyl amide (example 49), was dissolved in 0.1 N hydrochloric acid, concentrated in vacuo, dissolved in water again and lyophilized. Yield: 66%. M.p. 215-217° C. MS: 444.3 (M+H+). Yields the product Cl.Cl.N1=CC=C(C=C1)CCNC(=O)C=1N(C2=CC=CC(=C2C1)OC)CC1=CC(=CC=C1)C(NO)=N (1-(3-Hydroxyamidino-benzyl)-4-methoxy-1H-indole-2-carboxylic acid-2-(4-pyridyl)-ethyl amide bishydrochloride). Starting materials: N1=CC=C(C=C1)CCNC(=O)C=1N(C2=CC=CC(=C2C1)OC)CC1=CC(=CC=C1)C(NO)=N (1-(3-Hydroxyamidino-benzyl)-4-methoxy-1H-indole-2-carboxylic acid 2-(4-pyridyl)-ethyl amide), Cl (hydrochloric acid). As a reaction SMILES: [CH3:10][NH:11][CH3:12].[CH3:13][OH:14].[CH:1](=[O:2])[CH2:3][c:4]1[cH:5][cH:6][cH:7][cH:8][cH:9]1>>[CH2:1]([CH2:3][c:4]1[cH:5][cH:6][cH:7][cH:8][cH:9]1)[N:11]([CH3:10])[CH3:12]. Starting materials: CNC, CO, O=CCc1ccccc1. The product is CN(C)CCc1ccccc1. Reactants: Br, CCCCn1c(=O)cnn(-c2ccc(N3CCN(c4ccc(OC)cc4)CC3)cc2)c1=O, CC(=O)O, [Na+], O, O=S([O-])O. Yields the product CCCCn1c(=O)cnn(-c2ccc(N3CCN(c4ccc(O)cc4)CC3)cc2)c1=O. Reaction SMILES: [BrH:1].[CH2:7]([CH2:8][CH2:9][CH3:10])[n:11]1[c:12](=[O:38])[n:13](-[c:18]2[cH:19][cH:20][c:21]([N:24]3[CH2:25][CH2:26][N:27]([c:30]4[cH:31][cH:32][c:33]([O:36][CH3:37])[cH:34][cH:35]4)[CH2:28][CH2:29]3)[cH:22][cH:23]2)[n:14][cH:15][c:16]1=[O:17].[CH3:40][C:41](=[O:42])[OH:43].[Na+:6].[OH2:39].[S:2]([O-:3])([OH:4])=[O:5]>>[CH2:7]([CH2:8][CH2:9][CH3:10])[n:11]1[c:12](=[O:38])[n:13](-[c:18]2[cH:19][cH:20][c:21]([N:24]3[CH2:25][CH2:26][N:27]([c:30]4[cH:31][cH:32][c:33]([OH:36])[cH:34][cH:35]4)[CH2:28][CH2:29]3)[cH:22][cH:23]2)[n:14][cH:15][c:16]1=[O:17]. The reactants are COC1OC(C=C1)OC (2,5-dimethoxy-2,5-dihydrofuran), C(C)OC(CC(=O)OCC)=O (malonic acid diethyl ester), O (Water). Reagents/catalysts: [Cl-].[Zn+2].[Cl-] (zinc chloride). Solvent: C(C)(=O)O (acetic acid). Run at time 8 hour. Yields the product C(C)OC(C(C(=O)OCC)C=1OC=CC1)=O (2-furylmalonic acid diethyl ester). The yield is 28.9%. RXN SMILES: CO[CH:3]1[CH:7]=[CH:6][CH:5](OC)[O:4]1.[CH2:10]([O:12][C:13](=[O:20])[CH2:14][C:15]([O:17][CH2:18][CH3:19])=[O:16])[CH3:11].O>[Cl-].[Zn+2].[Cl-].C(O)(=O)C>[CH2:10]([O:12][C:13](=[O:20])[CH:14]([C:5]1[O:4][CH:3]=[CH:7][CH:6]=1)[C:15]([O:17][CH2:18][CH3:19])=[O:16])[CH3:11] |f:3.4.5|. Reported procedure: 340 g (2.5 mmol) of zinc chloride were added in one portion to a solution of 217 g (1.67 mol) of 2,5-dimethoxy-2,5-dihydrofuran, 1500 ml (10 mol) of malonic acid diethyl ester, 167 ml of Water and 330 ml of glacial acetic acid. The temperature rose to 35°. The dark solution was stirred at room temperature overnight, poured onto ice, extracted three times with diethyl ether, washed in succession with saturated sodium bicarbonate and sodium chloride solutions, and finally dried. After evaporating ... Reactants: NN1C(C2=CC=CC=C2C(=N1)C(C)(C)C)=O (2-amino-4-tert-butylphthalazin-1(2H)-one), ClC1=CC=C(C=C1)CC(=O)Cl (2-(4-chlorophenyl)acetyl chloride). Product: C(C)(C)(C)C1=NN(C(C2=CC=CC=C12)=O)NC(CC1=CC=C(C=C1)Cl)=O (N-(4-tert-butyl-1-oxophthalazin-2(1H)-yl)-2-(4-chlorophenyl)acetamide). RXN SMILES: [NH2:1][N:2]1[N:11]=[C:10]([C:12]([CH3:15])([CH3:14])[CH3:13])[C:9]2[C:4](=[CH:5][CH:6]=[CH:7][CH:8]=2)[C:3]1=[O:16].[Cl:17][C:18]1[CH:23]=[CH:22][C:21]([CH2:24][C:25](Cl)=[O:26])=[CH:20][CH:19]=1>>[C:12]([C:10]1[C:9]2[C:4](=[CH:5][CH:6]=[CH:7][CH:8]=2)[C:3](=[O:16])[N:2]([NH:1][C:25](=[O:26])[CH2:24][C:21]2[CH:22]=[CH:23][C:18]([Cl:17])=[CH:19][CH:20]=2)[N:11]=1)([CH3:13])([CH3:15])[CH3:14]. Procedure details: The product from Example 62A and 2-(4-chlorophenyl)acetyl chloride were treated using a method similar to that described in Example 1C to give the title compound. 1H NMR (300 MHz, DMSO-d6) δ ppm 11.54 (s, 1H), 8.38 (d, J=8.3 Hz, 1H), 8.37 (dd, J=7.7, 1.6 Hz, 1H), 7.94-8.00 (m, 1H), 7.84-7.90 (m, 1H), 7.41 (s, 4H), 3.68 (s, 2H), 1.47 (s, 9H); MS (ESI+) M/Z 370 (M+H)+.